Dataset: the Open Reaction Database (ORD), a public repository of structured organic reaction records. Task: describe an organic reaction: reactants, conditions, products, and yield Reactants: C(CCCCC)N1CCNCC1 (n-hexyl piperazine), ClCCC(CCC)=O (1-chloro-3-hexanone), CCOCC (ether). Reaction conditions: temperature 120 celsius. Product: Cl.C(CCCCC)(=O)N1CCN(CC1)CCC(CCC)=O (1-Hexanoyl-4-(3-Ketohexyl)piperazine HCl). Reaction SMILES: [CH2:1]([N:7]1[CH2:12][CH2:11][NH:10][CH2:9][CH2:8]1)[CH2:2][CH2:3][CH2:4][CH2:5][CH3:6].[Cl:13][CH2:14][CH2:15][C:16](=[O:20])[CH2:17][CH2:18][CH3:19].CC[O:23]CC>>[ClH:13].[C:1]([N:7]1[CH2:8][CH2:9][N:10]([CH2:14][CH2:15][C:16](=[O:20])[CH2:17][CH2:18][CH3:19])[CH2:11][CH2:12]1)(=[O:23])[CH2:2][CH2:3][CH2:4][CH2:5][CH3:6] |f:3.4|. Procedure: A mixture of 1.8 g (0.01 mole) of n-hexyl piperazine and 1.9 g (0.014 mole) of 1-chloro-3-hexanone was heated to 120° C. for 5 minutes. The reaction product was slurried with ether, filtered and crystallized from acetonitrile to yield 4.2 g of product having a melting point of 162°-164° C.